This data is from the Open Reaction Database (ORD), a public repository of structured organic reaction records. The task is: describe an organic reaction: reactants, conditions, products, and yield Reactants: COc1c2c(cc3c1OCO3)C(OC(C)=O)CN(C)C2, C, CCO, [Pd]. Yields the product COc1c2c(cc3c1OCO3)CCN(C)C2. RXN SMILES: [C:1]([O:2][CH:5]1[CH2:6][N:7]([CH3:20])[CH2:8][c:9]2[c:10]([O:18][CH3:19])[c:11]3[c:12]([cH:13][c:14]21)[O:15][CH2:16][O:17]3)(=[O:3])[CH3:4].[C:21].[CH3:23][CH2:24][OH:25].[Pd:22]>>[CH2:5]1[CH2:6][N:7]([CH3:20])[CH2:8][c:9]2[c:10]([O:18][CH3:19])[c:11]3[c:12]([cH:13][c:14]21)[O:15][CH2:16][O:17]3. Starting materials: I(=O)(=O)(=O)[O-].[Na+] (sodium periodate), C(C)OC(=O)C1=NN(C(=C1OCC=C)C1=CC=C(C=C1)Cl)C1=C(C=CC=C1)Cl (4-allyloxy-5-(4-chlorophenyl)-1-(2-chlorophenyl)-1H-pyrazole-3-carboxylic acid ethyl ester), solution, C[N+]1(CCOCC1)[O-] (N-methylmorpholine-N-oxide). Solvent: C(C)(=O)OCC (ethyl acetate), O (water), O1CCOCC1 (dioxane), O (water). Reaction conditions: time 3.5 hour. The product is ethyl acetate hexanes, C(C)OC(=O)C1=NN(C(=C1OCC=O)C1=CC=C(C=C1)Cl)C1=C(C=CC=C1)Cl (5-(4-Chlorophenyl)-1-(2-chlorophenyl)-4-(2-oxoethoxy)-1H-pyrazole-3-carboxylic Acid Ethyl Ester). Isolated yield 25.0%. RXN SMILES: [CH2:1]([O:3][C:4]([C:6]1[C:10]([O:11][CH2:12][CH:13]=C)=[C:9]([C:15]2[CH:20]=[CH:19][C:18]([Cl:21])=[CH:17][CH:16]=2)[N:8]([C:22]2[CH:27]=[CH:26][CH:25]=[CH:24][C:23]=2[Cl:28])[N:7]=1)=[O:5])[CH3:2].C[N+]1([O-])CC[O:33]CC1.I([O-])(=O)(=O)=O.[Na+]>O.O1CCOCC1.C(OCC)(=O)C>[CH2:1]([O:3][C:4]([C:6]1[C:10]([O:11][CH2:12][CH:13]=[O:33])=[C:9]([C:15]2[CH:16]=[CH:17][C:18]([Cl:21])=[CH:19][CH:20]=2)[N:8]([C:22]2[CH:27]=[CH:26][CH:25]=[CH:24][C:23]=2[Cl:28])[N:7]=1)=[O:5])[CH3:2] |f:2.3|. Procedure details: To a stirred solution of 4-allyloxy-5-(4-chlorophenyl)-1-(2-chlorophenyl)-1H-pyrazole-3-carboxylic acid ethyl ester I-1e (337 mg, 0.8 mmol) osmium tetroxide (53 microliters of a 0.15 M solution in water) and N-methylmorpholine-N-oxide (120 mg, 0.9 mmol) in dioxane (2.4 ml)/water (0.6 ml) was stirred at ambient temperature for 18 hours, then sodium periodate (1.7 g, 8.1 mmol) was added and stirring was continued for 3.5 hours. The thick slurry was diluted with ethyl acetate (100 ml), filtered and... Reactants: COC1=C(C=CC(=C1)OC)C(=O)C1=CC=C(C=C1)F ((2,4-Dimethoxy-phenyl)-(4-fluoro-phenyl)-methanone), [I-].[Na+] (sodium iodide), [Al+3].[Cl-].[Cl-].[Cl-] (AlCl3). Solvent: C(C)#N (acetonitrile). Conditions: time 1.5 hour. Yields the product FC1=CC=C(C=C1)C(=O)C1=C(C=C(C=C1)OC)O ((4-Fluoro-phenyl)-(2-hydroxy-4-methoxy-phenyl)-methanone). The yield is 88.4%. RXN SMILES: C[O:2][C:3]1[CH:8]=[C:7]([O:9][CH3:10])[CH:6]=[CH:5][C:4]=1[C:11]([C:13]1[CH:18]=[CH:17][C:16]([F:19])=[CH:15][CH:14]=1)=[O:12].[I-].[Na+].[Al+3].[Cl-].[Cl-].[Cl-]>C(#N)C>[F:19][C:16]1[CH:15]=[CH:14][C:13]([C:11]([C:4]2[CH:5]=[CH:6][C:7]([O:9][CH3:10])=[CH:8][C:3]=2[OH:2])=[O:12])=[CH:18][CH:17]=1 |f:1.2,3.4.5.6|. Procedure details: The above prepared (2,4-Dimethoxy-phenyl)-(4-fluoro-phenyl)-methanone (7.75 g, 29.8 mmol) was dissolved in 150 mL of acetonitrile and treated successively with sodium iodide (6.70 g, 1.5 eq.) and AlCl3 (3.97 g, 1.0 eq.), and the mixture kept at 80° C. for 1.5 h. Cooling, pouring onto crashed ice, twofold extraction with AcOEt, washing with water and brine, drying over sodium sulfate, and evaporation of the solvents, followed by a short flash chromatography (SiO2, hexane/AcOEt=9/1), gave 6.49 g o... Starting materials: COC(=O)C1=C(NC(=C(C1C1=CC=CC=C1)C(=O)OC)C)C (2,6-dimethyl-4-phenyl-1,4-dihydropyridine-3,5-dicarboxylic acid dimethyl ester), [Cr](=O)(=O)([O-])Cl.[NH+]1=CC=CC=C1 (pyridinium chlorochromate). Solvent: C(Cl)Cl (CH2Cl2). The product is COC(=O)C=1C(=NC(=C(C1C1=CC=CC=C1)C(=O)OC)C)C (2,6-Dimethyl-4-phenyl pyridine-3,5-dicarboxylic acid dimethyl ester). Isolated yield 75.0%. RXN SMILES: [Cr](Cl)([O-])(=O)=O.[NH+]1C=CC=CC=1.[CH3:12][O:13][C:14]([C:16]1[CH:21]([C:22]2[CH:27]=[CH:26][CH:25]=[CH:24][CH:23]=2)[C:20]([C:28]([O:30][CH3:31])=[O:29])=[C:19]([CH3:32])[NH:18][C:17]=1[CH3:33])=[O:15]>C(Cl)Cl>[CH3:12][O:13][C:14]([C:16]1[C:17]([CH3:33])=[N:18][C:19]([CH3:32])=[C:20]([C:28]([O:30][CH3:31])=[O:29])[C:21]=1[C:22]1[CH:27]=[CH:26][CH:25]=[CH:24][CH:23]=1)=[O:15] |f:0.1|. Procedure details: Over a suspension of 119 g (0.1 mol) of pyridinium chlorochromate absorbed on alumina in 330 ml of CH2Cl2, 10 g (0.033 mol) of 2,6-dimethyl-4-phenyl-1,4-dihydropyridine-3,5-dicarboxylic acid dimethyl ester were portionwise added with stirring. The mixture was maintained with stirring at room temperature for 8 hours. The remaining solid was eliminated by filtration, and the liquid was washed with water (3×500 ml), dried over anh. Na2SO4, and concentrated at reduced pressure, to dryness. The produ...